Dataset: the Open Reaction Database (ORD), a public repository of structured organic reaction records. Task: describe an organic reaction: reactants, conditions, products, and yield Reactants: C(CCC)C1=NC2=C(N1CC1=CC=C(C#N)C=C1)C=C1C=CC=CC1=C2 (4-((2-butyl-1H-naphth(2,3-d)imidazol-1-yl)-methyl)-benzonitrile), C(C)O (ethanol), CO (methanol), ice, Cl (hydrochloric acid). Solvent: [OH-].[Na+] (sodium hydroxide). Product: C(CCC)C1=NC2=C(N1CC1=CC=C(C(=O)O)C=C1)C=C1C=CC=CC1=C2 (4-((2-butyl-1H-naphth(2,3-d)imidazol-1-yl)-methyl)benzoic acid). RXN SMILES: [CH2:1]([C:5]1[N:9]([CH2:10][C:11]2[CH:18]=[CH:17]C(C#N)=[CH:13][CH:12]=2)[C:8]2[CH:19]=[C:20]3[C:25](=[CH:26][C:7]=2[N:6]=1)[CH:24]=[CH:23][CH:22]=[CH:21]3)[CH2:2][CH2:3][CH3:4].Cl.C[OH:29].[CH2:30]([OH:32])[CH3:31]>[OH-].[Na+]>[CH2:1]([C:5]1[N:9]([CH2:10][C:11]2[CH:18]=[CH:17][C:31]([C:30]([OH:29])=[O:32])=[CH:13][CH:12]=2)[C:8]2[CH:19]=[C:20]3[C:25](=[CH:26][C:7]=2[N:6]=1)[CH:24]=[CH:23][CH:22]=[CH:21]3)[CH2:2][CH2:3][CH3:4] |f:4.5|. Procedure: A suspension of 420 mg of the product of Example 9 in 4 ml of ethanol and 7.5 ml of 2N of sodium hydroxide was refluxed for 21 hours and after cooling the suspension, 5 ml of ice were added. The mixture was neutralized to pH 7 with 7.5 ml of 2N hydrochloric acid and 30 ml of methanol were added, followed by heating to reflux and concentrating to 20 ml. After separating, 420 mg of the expected product were obtained. The 420 mg of above product were crystallized successively from isopropanol, then...